From a dataset of the Open Reaction Database (ORD), a public repository of structured organic reaction records. describe an organic reaction: reactants, conditions, products, and yield The reactants are FC=1C=C(C=C(C1)F)CC(=O)N[C@@H](C)C(=O)O (N-(3,5-Difluorophenylacetyl)-L-alanine), NC1C(NCC2=CC=C(C=C12)C1=CC=CC=C1)=O (4-amino-6-phenyl-1,2,3,4-tetrahydroisoquinoline-3-one). Product: FC=1C=C(C=C(C1)F)CC(=O)N[C@@H](C)C(=O)NC1C(NCC2=CC=C(C=C12)C1=CC=CC=C1)=O (4-(N′-(3,5-Difluorophenylacetyl)-L-alaninyl)amino-6-phenyl-1,2,3,4-tetrahydroisoquinolin-3-one). RXN SMILES: [F:1][C:2]1[CH:3]=[C:4]([CH2:9][C:10]([NH:12][C@H:13]([C:15]([OH:17])=O)[CH3:14])=[O:11])[CH:5]=[C:6]([F:8])[CH:7]=1.[NH2:18][CH:19]1[C:28]2[C:23](=[CH:24][CH:25]=[C:26]([C:29]3[CH:34]=[CH:33][CH:32]=[CH:31][CH:30]=3)[CH:27]=2)[CH2:22][NH:21][C:20]1=[O:35]>>[F:8][C:6]1[CH:5]=[C:4]([CH2:9][C:10]([NH:12][C@H:13]([C:15]([NH:18][CH:19]2[C:28]3[C:23](=[CH:24][CH:25]=[C:26]([C:29]4[CH:34]=[CH:33][CH:32]=[CH:31][CH:30]=4)[CH:27]=3)[CH2:22][NH:21][C:20]2=[O:35])=[O:17])[CH3:14])=[O:11])[CH:3]=[C:2]([F:1])[CH:7]=1. Procedure details: Following General Procedure D above using N-(3,5-difluorophenylacetyl)-L-alanine (Example B) and 4-amino-6-phenyl-1,2,3,4-tetrahydroisoquinoline-3-one (General Procedure 5-D), the title compound was prepared. The product was purified by LC 2000 chromatography, eluting with ethyl acetate. Reactants: [Al+3], CCOCC, O=C(O)CCc1cc(Cl)cc(Cl)c1, [H-], [H-], [H-], [H-], [Li+]. Yields the product OCCCc1cc(Cl)cc(Cl)c1. RXN SMILES: [Al+3:2].[CH3:20][CH2:21][O:22][CH2:23][CH3:24].[Cl:7][c:8]1[cH:9][c:10]([CH2:15][CH2:16][C:17](=[O:18])[OH:19])[cH:11][c:12]([Cl:14])[cH:13]1.[H-:1].[H-:4].[H-:5].[H-:6].[Li+:3]>>[Cl:7][c:8]1[cH:9][c:10]([CH2:15][CH2:16][CH2:17][OH:18])[cH:11][c:12]([Cl:14])[cH:13]1. Reactants: FC(C1=NC2=CC=C(C=C2C(=N1)O)C(F)(F)F)(F)F (2,6-bis(trifluoromethyl)quinazolin-4-ol), C(C(=O)Cl)(=O)Cl (oxalyl chloride), CN(C)C=O (DMF), C(C)(C)N(CC)C(C)C (diisopropylethylamine). Solvent: C(Cl)Cl (DCM). Product: ClC1=NC(=NC2=CC=C(C=C12)C(F)(F)F)C(F)(F)F (4-chloro-2,6-bis(trifluoromethyl)quinazoline). As a reaction SMILES: [F:1][C:2]([F:19])([F:18])[C:3]1[N:12]=[C:11](O)[C:10]2[C:5](=[CH:6][CH:7]=[C:8]([C:14]([F:17])([F:16])[F:15])[CH:9]=2)[N:4]=1.CN(C=O)C.C(N(C(C)C)CC)(C)C.C(Cl)(=O)C([Cl:37])=O>C(Cl)Cl>[Cl:37][C:11]1[C:10]2[C:5](=[CH:6][CH:7]=[C:8]([C:14]([F:17])([F:16])[F:15])[CH:9]=2)[N:4]=[C:3]([C:2]([F:19])([F:18])[F:1])[N:12]=1. Reported procedure: A mixture of 2,6-bis(trifluoromethyl)quinazolin-4-ol (200 mg, 0.666 mmol, prepared in the previous step), DMF (0.01 mL, 0.129 mmol) and diisopropylethylamine (0.17 mL, 0.986 mmol) suspended in dry DCM (10 mL) and treated dropwise with oxalyl chloride (0.11 mL, 1.26 mmol) under argon. After the addition, the reaction mixture was heated to reflux for 4 hours. After cooling to room temperature, the reaction was quenched by the cautious addition of potassium phosphate dibasic solution (20% w/w) and ... The reactants are C1(=CC=CC=C1)C1=CC=C(N1CC1=CC=C(C=C1)C(F)(F)F)C=1C=C2C=CC(=CC2=CC1)O (6-{5-phenyl-1-[4-(trifluoromethyl)benzyl]-1H-pyrrol-2-yl}-2-naphthol), BrCC#N (bromoacetonitrile), C([O-])([O-])=O.[Cs+].[Cs+] (cesium carbonate). Yields the product C1(=CC=CC=C1)C1=CC=C(N1CC1=CC=C(C=C1)C(F)(F)F)C=1C=C2C=CC(=CC2=CC1)OCC#N ([(6-{5-phenyl-1-[4-(trifluoromethyl)benzyl]-1H-pyrrol-2-yl}-2-naphthyl)oxy]acetonitrile). The yield is 92.2%. RXN SMILES: [C:1]1([C:7]2[N:11]([CH2:12][C:13]3[CH:18]=[CH:17][C:16]([C:19]([F:22])([F:21])[F:20])=[CH:15][CH:14]=3)[C:10]([C:23]3[CH:24]=[C:25]4[C:30](=[CH:31][CH:32]=3)[CH:29]=[C:28]([OH:33])[CH:27]=[CH:26]4)=[CH:9][CH:8]=2)[CH:6]=[CH:5][CH:4]=[CH:3][CH:2]=1.Br[CH2:35][C:36]#[N:37].C(=O)([O-])[O-].[Cs+].[Cs+]>>[C:1]1([C:7]2[N:11]([CH2:12][C:13]3[CH:14]=[CH:15][C:16]([C:19]([F:22])([F:21])[F:20])=[CH:17][CH:18]=3)[C:10]([C:23]3[CH:24]=[C:25]4[C:30](=[CH:31][CH:32]=3)[CH:29]=[C:28]([O:33][CH2:35][C:36]#[N:37])[CH:27]=[CH:26]4)=[CH:9][CH:8]=2)[CH:2]=[CH:3][CH:4]=[CH:5][CH:6]=1 |f:2.3.4|. Reported procedure: In a similar manner as described in step 1 of Example 3, the title compound was prepared from 6-{5-phenyl-1-[4-(trifluoromethyl)benzyl]-1H-pyrrol-2-yl}-2-naphthol (0.250 g, 0.564 mmol), prepared in step 2 of Example 8, bromoacetonitrile (0.081 g, 0.68 mmol) and cesium carbonate (0.920 g, 2.82 mmol). Purification on a Biotage FlashElute™ system with a KP-Sil Flash 40+M column (90 g Silica Gel, 60 Å) using 50% methylene chloride in hexane as the eluent gave [(6-{5-phenyl-1-[4-(trifluoromethyl)benz... The reactants are NC1=C2N=CN(C2=NC=N1)[C@H]1[C@H](O)[C@@H]([C@H](O1)C(=O)OCC)N (ethyl 1-(6-amino-9H-purin-9-yl)-1,3-dideoxy-3-amino-β-D-ribofuranuronate), C(C)(C)(C)OC(=O)NC(CC1=CC=C(C=C1)[N+](=O)[O-])C(=O)O (N-tert-butoxycarbonyl-β-(4-nitrophenyl)-D,L-alanine). The product is NC1=C2N=CN(C2=NC=N1)[C@H]1[C@H](O)[C@@H]([C@H](O1)C(=O)OCC)NC(C(NC(=O)OC(C)(C)C)CC1=CC=C(C=C1)[N+](=O)[O-])=O (Ethyl 1-(6-amino-9H-purin-9-yl)-1,3-dideoxy-3-[N-tert-butoxycarbonyl-β-(4-nitrophenyl)-D,L-alanylamino]-β-D-ribofuranuronate). The yield is 46.7%. As a reaction SMILES: [NH2:1][C:2]1[N:10]=[CH:9][N:8]=[C:7]2[C:3]=1[N:4]=[CH:5][N:6]2[C@@H:11]1[O:16][C@H:15]([C:17]([O:19][CH2:20][CH3:21])=[O:18])[C@@H:14]([NH2:22])[C@H:12]1[OH:13].[C:23]([O:27][C:28]([NH:30][CH:31]([C:42](O)=[O:43])[CH2:32][C:33]1[CH:38]=[CH:37][C:36]([N+:39]([O-:41])=[O:40])=[CH:35][CH:34]=1)=[O:29])([CH3:26])([CH3:25])[CH3:24]>>[NH2:1][C:2]1[N:10]=[CH:9][N:8]=[C:7]2[C:3]=1[N:4]=[CH:5][N:6]2[C@@H:11]1[O:16][C@H:15]([C:17]([O:19][CH2:20][CH3:21])=[O:18])[C@@H:14]([NH:22][C:42](=[O:43])[CH:31]([CH2:32][C:33]2[CH:34]=[CH:35][C:36]([N+:39]([O-:41])=[O:40])=[CH:37][CH:38]=2)[NH:30][C:28]([O:27][C:23]([CH3:26])([CH3:24])[CH3:25])=[O:29])[C@H:12]1[OH:13]. Procedure details: Ethyl 1-(6-amino-9H-purin-9-yl)-1,3-dideoxy-3-[N-tert-butoxycarbonyl-β-(4-nitrophenyl)-D,L-alanylamino]-β-D-ribofuranuronate (280 mg) was prepared by reacting ethyl 1-(6-amino-9H-purin-9-yl)-1,3-dideoxy-3-amino-β-D-ribofuranuronate (308 mg) prepared in Example 63 with N-tert-butoxycarbonyl-β-(4-nitrophenyl)-D,L-alanine (310 mg) according to a similar manner to that of Example 64, mp. 170°-180° C. (dec.). Starting materials: O=C1OC(=O)c2cscc21, CC(=O)O, O=C(O)C(F)(F)F, NC1CCC(=O)NC1=O. Yields the product O=C1CCC(N2C(=O)c3cscc3C2=O)C(=O)N1. Reaction SMILES: [C:1]1(=[O:10])[O:2][C:3](=[O:9])[c:4]2[c:5]1[cH:6][s:7][cH:8]2.[CH3:27][C:28](=[O:29])[OH:30].[F:11][C:12]([F:13])([F:14])[C:15]([OH:16])=[O:17].[NH2:18][CH:19]1[C:20](=[O:26])[NH:21][C:22](=[O:25])[CH2:23][CH2:24]1>>[C:1]1(=[O:10])[c:5]2[c:4]([cH:8][s:7][cH:6]2)[C:3](=[O:9])[N:18]1[CH:19]1[C:20](=[O:26])[NH:21][C:22](=[O:25])[CH2:23][CH2:24]1. Reactants: FC=1C=C2C=CC(=NC2=CC1)C (6-fluoro-2-methylquinoline), solid, BrN1C(CCC1=O)=O (N-bromosuccinimide), C(C1=CC=CC=C1)(=O)OOC(C1=CC=CC=C1)=O (benzoyl peroxide). Run in C(Cl)(Cl)(Cl)Cl (carbon tetrachloride). Yields the product BrCC1=NC2=CC=C(C=C2C=C1)F (2-Bromomethyl-6-fluoroquinoline). Reaction SMILES: [F:1][C:2]1[CH:3]=[C:4]2[C:9](=[CH:10][CH:11]=1)[N:8]=[C:7]([CH3:12])[CH:6]=[CH:5]2.[Br:13]N1C(=O)CCC1=O.C(OOC(=O)C1C=CC=CC=1)(=O)C1C=CC=CC=1>C(Cl)(Cl)(Cl)Cl>[Br:13][CH2:12][C:7]1[CH:6]=[CH:5][C:4]2[C:9](=[CH:10][CH:11]=[C:2]([F:1])[CH:3]=2)[N:8]=1. Procedure: To a solution of 6-fluoro-2-methylquinoline (see C. M. Leir, J. Org. Chem., vol 42, pp 911-913, 1977) (21.67 g) in carbon tetrachloride (700 mL) were added N-bromosuccinimide (26.32 g) and benzoyl peroxide (1.62 g). The mixture was brought to reflux with two spot lights of 150 Watts. The mixture was irradiated for 24 hours at reflux. The mixture was then cooled to room temperature, evaporated to dryness and chromatographed on flash silica gel using pure toluene as eluant to give, as the slower r...